Dataset: the Open Reaction Database (ORD), a public repository of structured organic reaction records. Task: describe an organic reaction: reactants, conditions, products, and yield Starting materials: CS(=O)(=O)O, COc1ccccc1, COc1ccc(S(=O)c2ccc(OC)cc2)cc1, O. Yields the product CS(=O)(=O)[O-], COc1ccc([S+](c2ccc(OC)cc2)c2ccc(OC)cc2)cc1. Reaction SMILES: [CH3:1][S:2](=[O:3])(=[O:4])[OH:5].[CH3:24][O:25][c:26]1[cH:27][cH:28][cH:29][cH:30][cH:31]1.[CH3:6][O:7][c:8]1[cH:9][cH:10][c:11]([S:14](=[O:15])[c:16]2[cH:17][cH:18][c:19]([O:22][CH3:23])[cH:20][cH:21]2)[cH:12][cH:13]1.[OH2:32]>>[CH3:1][S:2](=[O:3])(=[O:4])[O-:5].[CH3:6][O:7][c:8]1[cH:9][cH:10][c:11]([S+:14]([c:16]2[cH:17][cH:18][c:19]([O:22][CH3:23])[cH:20][cH:21]2)[c:29]2[cH:28][cH:27][c:26]([O:25][CH3:24])[cH:31][cH:30]2)[cH:12][cH:13]1.